Dataset: the Open Reaction Database (ORD), a public repository of structured organic reaction records. Task: describe an organic reaction: reactants, conditions, products, and yield Yields the product ClC1=CC=C(OCC(=O)N2C(CN(CC2)CC2=CC=C(C=C2)F)CCN=[N+]=[N-])C=C1 (1-((4-chlorophenoxy)methyl)carbonyl-2-(2-azidoethyl)-4-(4-fluorobenzyl)piperazine). Reported procedure: To a solution of 4-(4-fluorobenzyl)-1-((4-chlorophenoxy)methyl)carbonyl-2-(2-hydroxyethyl)piperazine (0.134 g, 0.33 mmol) and triphenylphosphine (0.100 g) in THF (6 mL) at 0° C. was added diethyl azodicarboxylate (0.060 mL) and diphenylphosphoryl azide (0.081 mL). The mixture was stirred at ambient temperature for 2 days, then concentrated of volatiles in vacuo. Purification by flash column chromatography on silica gel afforded 0.047 g of 1-((4-chlorophenoxy)methyl)carbonyl-2-(2-azidoethyl)-4-(4... Run in C1CCOC1 (THF). Run at time 2 day. Starting materials: FC1=CC=C(CN2CC(N(CC2)C(=O)COC2=CC=C(C=C2)Cl)CCO)C=C1 (4-(4-fluorobenzyl)-1-((4-chlorophenoxy)methyl)carbonyl-2-(2-hydroxyethyl)piperazine), C1(=CC=CC=C1)P(C1=CC=CC=C1)C1=CC=CC=C1 (triphenylphosphine), N(=NC(=O)OCC)C(=O)OCC (diethyl azodicarboxylate), C1(=CC=CC=C1)P(=O)(C1=CC=CC=C1)N=[N+]=[N-] (diphenylphosphoryl azide). Reaction SMILES: [F:1][C:2]1[CH:28]=[CH:27][C:5]([CH2:6][N:7]2[CH2:12][CH2:11][N:10]([C:13]([CH2:15][O:16][C:17]3[CH:22]=[CH:21][C:20]([Cl:23])=[CH:19][CH:18]=3)=[O:14])[CH:9]([CH2:24][CH2:25]O)[CH2:8]2)=[CH:4][CH:3]=1.C1(P(C2C=CC=CC=2)C2C=CC=CC=2)C=CC=CC=1.N(C(OCC)=O)=NC(OCC)=O.C1(P([N:74]=[N+:75]=[N-:76])(C2C=CC=CC=2)=O)C=CC=CC=1>C1COCC1>[Cl:23][C:20]1[CH:21]=[CH:22][C:17]([O:16][CH2:15][C:13]([N:10]2[CH2:11][CH2:12][N:7]([CH2:6][C:5]3[CH:27]=[CH:28][C:2]([F:1])=[CH:3][CH:4]=3)[CH2:8][CH:9]2[CH2:24][CH2:25][N:74]=[N+:75]=[N-:76])=[O:14])=[CH:18][CH:19]=1. Reactants: C(C)(C)(C)OC(=O)NC[C@@H]1CN(CC1)CCCCCN (5-((3R)-3-tert-Butoxycarbonylaminomethylpyrrolidin-1-yl)-pentylamine), C(C)N=C=O (ethyl isocyanate). Solvent: C(Cl)Cl (methylene chloride), C(Cl)Cl (methylene chloride). Reaction conditions: time 0.25 hour. Product: C(C)(C)(C)OC(=O)NC[C@@H]1CN(CC1)CCCCCNC(=O)NCC ((3R)-3-tert-butoxycarbonylaminomethyl-1-(5-(3-ethylureido)pentyl)pyrrolidine). RXN SMILES: [C:1]([O:5][C:6]([NH:8][CH2:9][C@H:10]1[CH2:14][CH2:13][N:12]([CH2:15][CH2:16][CH2:17][CH2:18][CH2:19][NH2:20])[CH2:11]1)=[O:7])([CH3:4])([CH3:3])[CH3:2].[CH2:21]([N:23]=[C:24]=[O:25])[CH3:22]>C(Cl)Cl>[C:1]([O:5][C:6]([NH:8][CH2:9][C@H:10]1[CH2:14][CH2:13][N:12]([CH2:15][CH2:16][CH2:17][CH2:18][CH2:19][NH:20][C:24]([NH:23][CH2:21][CH3:22])=[O:25])[CH2:11]1)=[O:7])([CH3:4])([CH3:3])[CH3:2]. Reported procedure: 5-((3R)-3-tert-Butoxycarbonylaminomethylpyrrolidin-1-yl)-pentylamine (2.0 g) was dissolved in methylene chloride (20 ml) and a solution of ethyl isocyanate (0.55 ml) in methylene chloride was dropwise added under ice-cooling. The mixture was stirred at room temperature for 0.25 hr, and the reaction mixture was concentrated under reduced pressure to give (3R)-3-tert-butoxycarbonylaminomethyl-1-(5-(3-ethylureido)pentyl)pyrrolidine.